Task: describe an organic reaction: reactants, conditions, products, and yield. Dataset: the Open Reaction Database (ORD), a public repository of structured organic reaction records Starting materials: C([O-])([O-])=O.[Cs+].[Cs+] (cesium carbonate), C1(=CC=CC=C1)P(C1=C(C2=CC=CC=C2C=C1)C1=C(C=CC2=CC=CC=C12)P(C1=CC=CC=C1)C1=CC=CC=C1)C1=CC=CC=C1 (2,2′-bis(diphenylphosphino)-1,1′-binaphthyl), BrC1=CC=2N(C=C1)C(=CN2)C(=O)NC2=C1C(=NN(C1=CC=C2)CC2=NC(=CC=C2)C)CC (7-Bromo-N-(3-ethyl-1-((6-methylpyridin-2-yl)methyl)-1H-indazol-4-yl)imidazo[1,2-a]pyridine-3-carboxamide), CN(C)C[B-](F)(F)F.[K+] (potassium (dimethylaminomethyl)trifluoroborate). The reagents and catalysts are C(C)(=O)[O-].[Pd+2].C(C)(=O)[O-] (palladium acetate). Solvent: O1CCOCC1 (1,4-dioxane). Yields the product CN(C)CC1=CC=2N(C=C1)C(=CN2)C(=O)NC2=C1C(=NN(C1=CC=C2)CC2=NC(=CC=C2)C)CC (7-((Dimethylamino)methyl)-N-(3-ethyl-1-((6-methylpyridin-2-yl)methyl)-1H-indazol-4-yl)imidazo[1,2-a]pyridine-3-carboxamide). Yield: 59.1%. RXN SMILES: C(=O)([O-])[O-].[Cs+].[Cs+].C1(P(C2C=CC=CC=2)C2C=CC3C(=CC=CC=3)C=2C2C3C(=CC=CC=3)C=CC=2P(C2C=CC=CC=2)C2C=CC=CC=2)C=CC=CC=1.Br[C:54]1[CH:59]=[CH:58][N:57]2[C:60]([C:63]([NH:65][C:66]3[CH:74]=[CH:73][CH:72]=[C:71]4[C:67]=3[C:68]([CH2:83][CH3:84])=[N:69][N:70]4[CH2:75][C:76]3[CH:81]=[CH:80][CH:79]=[C:78]([CH3:82])[N:77]=3)=[O:64])=[CH:61][N:62]=[C:56]2[CH:55]=1.[CH3:85][N:86]([CH2:88][B-](F)(F)F)[CH3:87].[K+]>C([O-])(=O)C.[Pd+2].C([O-])(=O)C.O1CCOCC1>[CH3:85][N:86]([CH2:88][C:54]1[CH:59]=[CH:58][N:57]2[C:60]([C:63]([NH:65][C:66]3[CH:74]=[CH:73][CH:72]=[C:71]4[C:67]=3[C:68]([CH2:83][CH3:84])=[N:69][N:70]4[CH2:75][C:76]3[CH:81]=[CH:80][CH:79]=[C:78]([CH3:82])[N:77]=3)=[O:64])=[CH:61][N:62]=[C:56]2[CH:55]=1)[CH3:87] |f:0.1.2,5.6,7.8.9|. Reported procedure: A round bottom flask equipped with a reflux condenser and a nitrogen line was charged with palladium acetate (3.4 mg, 0.015 mmol), cesium carbonate (300 mg, 0.92 mmol), 2,2′-bis(diphenylphosphino)-1,1′-binaphthyl (19 mg, 0.030 mmol), 7-bromo-N-(3-ethyl-1-((6-methylpyridin-2-yl)methyl)-1H-indazol-4-yl)imidazo[1,2-a]pyridine-3-carboxamide (Example 127, Step A; 150 mg, 0.307 mmol), and potassium (dimethylaminomethyl)trifluoroborate (Frontier Scientific; 101 mg, 0.613 mmol). To the reaction flask wa... Starting materials: CCCCN1C(=O)NC(=O)C1P(=O)(OCC)OCC, C1CCC2=NCCCN2CC1, CCCCc1ncc(C=O)n1Cc1ccc(C(=O)OC)cc1Cl, CC#N, [Cl-], [Li+]. Product: CCCCc1ncc(C=C2C(=O)NC(=O)N2CCCC)n1Cc1ccc(C(=O)OC)cc1Cl. Reaction SMILES: [CH2:1]([CH2:2][CH2:3][CH3:4])[N:5]1[C:6](=[O:19])[NH:7][C:8](=[O:18])[CH:9]1[P:10](=[O:11])([O:12][CH2:13][CH3:14])[O:15][CH2:16][CH3:17].[CH2:22]1[CH2:23][CH2:24][C:25]2=[N:30][CH2:29][CH2:28][CH2:27][N:26]2[CH2:31][CH2:32]1.[CH2:33]([CH2:34][CH2:35][CH3:36])[c:37]1[n:38]([CH2:44][c:45]2[c:46]([Cl:55])[cH:47][c:48]([C:49](=[O:50])[O:51][CH3:52])[cH:53][cH:54]2)[c:39]([CH:42]=[O:43])[cH:40][n:41]1.[CH3:56][C:57]#[N:58].[Cl-:21].[Li+:20]>>[CH2:1]([CH2:2][CH2:3][CH3:4])[N:5]1[C:6](=[O:19])[NH:7][C:8](=[O:18])[C:9]1=[CH:42][c:39]1[n:38]([CH2:44][c:45]2[c:46]([Cl:55])[cH:47][c:48]([C:49](=[O:50])[O:51][CH3:52])[cH:53][cH:54]2)[c:37]([CH2:33][CH2:34][CH2:35][CH3:36])[n:41][cH:40]1.